Dataset: the Open Reaction Database (ORD), a public repository of structured organic reaction records. Task: describe an organic reaction: reactants, conditions, products, and yield The reactants are ClCCl, COc1cc(NC(=O)OC(C)(C)C)cc2c1nc(C(F)F)n2-c1nc(N2CCOCC2)nc(N2CCN(S(C)(=O)=O)CC2)n1, O=C(O)C(F)(F)F, N, O. Product: COc1cc(N)cc2c1nc(C(F)F)n2-c1nc(N2CCOCC2)nc(N2CCN(S(C)(=O)=O)CC2)n1. Reaction SMILES: [Cl:53][CH2:54][Cl:55].[F:1][CH:2]([c:3]1[n:4][c:5]2[c:6]([n:7]1-[c:8]1[n:9][c:10]([N:24]3[CH2:25][CH2:26][O:27][CH2:28][CH2:29]3)[n:11][c:12]([N:14]3[CH2:15][CH2:16][N:17]([S:20](=[O:21])(=[O:22])[CH3:23])[CH2:18][CH2:19]3)[n:13]1)[cH:30][c:31]([NH:36][C:37](=[O:38])[O:39][C:40]([CH3:41])([CH3:42])[CH3:43])[cH:32][c:33]2[O:34][CH3:35])[F:44].[F:45][C:46]([F:47])([F:48])[C:49]([OH:50])=[O:51].[NH3:52].[OH2:56]>>[F:1][CH:2]([c:3]1[n:4][c:5]2[c:6]([n:7]1-[c:8]1[n:9][c:10]([N:24]3[CH2:25][CH2:26][O:27][CH2:28][CH2:29]3)[n:11][c:12]([N:14]3[CH2:15][CH2:16][N:17]([S:20](=[O:21])(=[O:22])[CH3:23])[CH2:18][CH2:19]3)[n:13]1)[cH:30][c:31]([NH2:36])[cH:32][c:33]2[O:34][CH3:35])[F:44].